describe an organic reaction: reactants, conditions, products, and yield From a dataset of the Open Reaction Database (ORD), a public repository of structured organic reaction records. The reactants are FC(C=1C=C(CN)C=CC1)(F)F (3-trifluoromethyl-benzylamine), OC=1C2=C(N=NN1)C(=CC=C2)C(=O)N (4-hydroxybenzo[d][1,2,3]triazine-8-carboxamide). Yields the product FC(C=1C=C(CNC=2C3=C(N=NN2)C(=CC=C3)C(=O)N)C=CC1)(F)F (4-(3-Trifluoromethyl-benzylamino)-benzo[d][1,2,3]triazine-8-carboxamide). Reaction SMILES: [F:1][C:2]([F:12])([F:11])[C:3]1[CH:4]=[C:5]([CH:8]=[CH:9][CH:10]=1)[CH2:6][NH2:7].O[C:14]1[C:15]2[CH:23]=[CH:22][CH:21]=[C:20]([C:24]([NH2:26])=[O:25])[C:16]=2[N:17]=[N:18][N:19]=1>>[F:1][C:2]([F:11])([F:12])[C:3]1[CH:4]=[C:5]([CH:8]=[CH:9][CH:10]=1)[CH2:6][NH:7][C:14]1[C:15]2[CH:23]=[CH:22][CH:21]=[C:20]([C:24]([NH2:26])=[O:25])[C:16]=2[N:17]=[N:18][N:19]=1. Procedure details: Compound 1 was prepared following general synthetic scheme 7 wherein 3-trifluoromethyl-benzylamine was reacted with 4-hydroxybenzo[d][1,2,3]triazine-8-carboxamide to give the title compound. LC-MS [348 (M+1)], 1HNMR (400 MHz, DMSO-d6): δ 9.36-9.33 (m, 2H), 8.55-8.49 (m, 2H), 8.04 (s, 1H), 8.02-7.98 (m, 1H), 7.80 (s, 1H), 7.72 (d, 1H), 7.64 (d, 1H), 7.59-7.56 (m, 1H), 5.00 (d, 2H). Reactants: O=Cc1cccc(Br)c1, O=C([O-])[O-], COCCOC, [Na+], [Na+], O, OB(O)c1ccccc1, c1ccc(P(c2ccccc2)(c2ccccc2)[Pd](P(c2ccccc2)(c2ccccc2)c2ccccc2)(P(c2ccccc2)(c2ccccc2)c2ccccc2)P(c2ccccc2)(c2ccccc2)c2ccccc2)cc1. Product: O=Cc1cccc(-c2ccccc2)c1. Reaction SMILES: [Br:7][c:8]1[cH:9][c:10]([CH:11]=[O:12])[cH:13][cH:14][cH:15]1.[C:25](=[O:26])([O-:27])[O-:28].[CH3:1][O:2][CH2:3][CH2:4][O:5][CH3:6].[Na+:29].[Na+:30].[OH2:108].[OH:16][B:17]([OH:18])[c:19]1[cH:20][cH:21][cH:22][cH:23][cH:24]1.[cH:31]1[cH:32][cH:33][c:34]([P:35]([Pd:36]([P:37]([c:38]2[cH:39][cH:40][cH:41][cH:42][cH:43]2)([c:44]2[cH:45][cH:46][cH:47][cH:48][cH:49]2)[c:50]2[cH:51][cH:52][cH:53][cH:54][cH:55]2)([P:56]([c:57]2[cH:58][cH:59][cH:60][cH:61][cH:62]2)([c:63]2[cH:64][cH:65][cH:66][cH:67][cH:68]2)[c:69]2[cH:70][cH:71][cH:72][cH:73][cH:74]2)[P:75]([c:76]2[cH:77][cH:78][cH:79][cH:80][cH:81]2)([c:82]2[cH:83][cH:84][cH:85][cH:86][cH:87]2)[c:88]2[cH:89][cH:90][cH:91][cH:92][cH:93]2)([c:94]2[cH:95][cH:96][cH:97][cH:98][cH:99]2)[c:100]2[cH:101][cH:102][cH:103][cH:104][cH:105]2)[cH:106][cH:107]1>>[c:8]1(-[c:19]2[cH:20][cH:21][cH:22][cH:23][cH:24]2)[cH:9][c:10]([CH:11]=[O:12])[cH:13][cH:14][cH:15]1. The yield is 13.9%. Reported procedure: To a solution of 160 mg of 5-(3,5-dichlorophenylthio)-4-isopropyl-2-methyl-1-[(4-pyridyl)methyl]-1H-pyrrole in 3 ml of acetic acid was added 200 mg of lead tetraacetate over 30 min. After stirring for 2 h at room temperature a further 100 mg of lead tetraacetate was added and the mixture stirred for 18 h. After this time a further 100 mg of lead tetraacetate was added and the mixture stirred for 18 h. The reaction was quenched with saturated sodium bicarbonate solution and extracted with ethyl a... The reactants are ClC=1C=C(C=C(C1)Cl)SC1=C(C=C(N1CC1=CC=NC=C1)C)C(C)C (5-(3,5-dichlorophenylthio)-4-isopropyl-2-methyl-1-[(4-pyridyl)methyl]-1H-pyrrole), C(C)(=O)[O-].C(C)(=O)[O-].C(C)(=O)[O-].C(C)(=O)[O-].[Pb+4] (lead tetraacetate), C(C)(=O)[O-].C(C)(=O)[O-].C(C)(=O)[O-].C(C)(=O)[O-].[Pb+4] (lead tetraacetate), C(C)(=O)[O-].C(C)(=O)[O-].C(C)(=O)[O-].C(C)(=O)[O-].[Pb+4] (lead tetraacetate). Run in C(C)(=O)O (acetic acid). Conditions: time 18 hour. RXN SMILES: [Cl:1][C:2]1[CH:3]=[C:4]([S:9][C:10]2[N:14]([CH2:15][C:16]3[CH:21]=[CH:20][N:19]=[CH:18][CH:17]=3)[C:13]([CH3:22])=[CH:12][C:11]=2[CH:23]([CH3:25])[CH3:24])[CH:5]=[C:6]([Cl:8])[CH:7]=1.C([O-])(=[O:28])C.C([O-])(=O)C.C([O-])(=O)C.C([O-])(=O)C.[Pb+4]>C(O)(=O)C>[Cl:1][C:2]1[CH:3]=[C:4]([S:9][C:10]2[N:14]([CH2:15][C:16]3[CH:21]=[CH:20][N:19]=[CH:18][CH:17]=3)[C:13]([CH:22]=[O:28])=[CH:12][C:11]=2[CH:23]([CH3:25])[CH3:24])[CH:5]=[C:6]([Cl:8])[CH:7]=1 |f:1.2.3.4.5|. Yields the product ClC=1C=C(C=C(C1)Cl)SC1=C(C=C(N1CC1=CC=NC=C1)C=O)C(C)C (5-(3,5-dichlorophenylthio)-4-isopropyl-1-[(4-pyridyl)methyl]-1H-pyrrole-2-carbaldehyde). The reactants are C(\C=C\C(=O)O)(=O)O (fumaric acid), C(\C=C\C(=O)O)(=O)O.C(\C=C\C(=O)O)(=O)O.CN1CCC(C12CCCCC2)N (1-methyl-4-amino- 1-azaspiro[4.5]decane difumarate), [OH-].[Na+] (NaOH), amine, C(C1=CC=CC=C1)(=O)Cl (benzoyl chloride). Solvent: C(C)#N (acetonitrile). Run at time 24 hour. Product: C(\C=C\C(=O)O)(=O)O.CN1CCC(C12CCCCC2)NC(C2=CC=CC=C2)=O (1-methyl-4-benzamido-1-azaspiro[4.5]decane fumarate). The yield is 25.7%. As a reaction SMILES: [C:1]([OH:8])(=[O:7])/[CH:2]=[CH:3]/[C:4]([OH:6])=[O:5].C(O)(=O)/C=C/C(O)=O.[CH3:17][N:18]1[C:22]2([CH2:27][CH2:26][CH2:25][CH2:24][CH2:23]2)[CH:21]([NH2:28])[CH2:20][CH2:19]1.[OH-].[Na+].[C:31](Cl)(=[O:38])[C:32]1[CH:37]=[CH:36][CH:35]=[CH:34][CH:33]=1.C(O)(=O)/C=C/C(O)=O>C(#N)C>[C:1]([OH:8])(=[O:7])/[CH:2]=[CH:3]/[C:4]([OH:6])=[O:5].[CH3:17][N:18]1[C:22]2([CH2:23][CH2:24][CH2:25][CH2:26][CH2:27]2)[CH:21]([NH:28][C:31](=[O:38])[C:32]2[CH:37]=[CH:36][CH:35]=[CH:34][CH:33]=2)[CH2:20][CH2:19]1 |f:0.1.2,3.4,8.9|. Procedure: To a stirring suspension of 3.5 g (0.021 mole) of 1-methyl-4-amino-1-azaspiro[4.5]decane of Example 2 and 150 ml of 10% NaOH was added dropwise 3.1 g (0.022 mole) of benzoyl chloride. The reaction was stirred vigorously for 24 hours, the aqueous solution was decanted and the remaining oil was dissolved in ethyl acetate and dried over Na2SO4. The solvent was then evaporated to give a solid which was recrystallized from hexane to give 2.5 g. The solid was dissolved in 10 ml of acetonitrile and 1.1... Reactants: CCCCCC.C(CCC)[Li] (n-butyllithium hexane), COC1=NC=CC=C1CN1CCC(CC1)C=C(Br)Br (1-[(2-methoxy-3-piridyl)methyl]-4-(2,2-dibromovinyl)piperidine), [Cl-].[NH4+] (ammonium chloride). Solvent: O1CCCC1 (tetrahydrofuran). Reaction conditions: temperature -78 celsius, time 1 hour. Product: COC1=NC=CC=C1CN1CCC(CC1)C#C (1-[(2-Methoxy-3-piridyl)methyl]-4-(1-ethynyl)piperidine). Reaction SMILES: [CH3:1][O:2][C:3]1[C:8]([CH2:9][N:10]2[CH2:15][CH2:14][CH:13]([CH:16]=[C:17](Br)Br)[CH2:12][CH2:11]2)=[CH:7][CH:6]=[CH:5][N:4]=1.CCCCCC.C([Li])CCC.[Cl-].[NH4+]>O1CCCC1>[CH3:1][O:2][C:3]1[C:8]([CH2:9][N:10]2[CH2:15][CH2:14][CH:13]([C:16]#[CH:17])[CH2:12][CH2:11]2)=[CH:7][CH:6]=[CH:5][N:4]=1 |f:1.2,3.4|. Procedure details: 2.9 g of 1-[(2-methoxy-3-piridyl)methyl]-4-(2,2-dibromovinyl)piperidine was dissolved in 25 ml of tetrahydrofuran, and 12.3 ml of a 1.50 M n-butyllithium hexane solution was added dropwise at −78° C. After completing the dropwise addition, the mixture was further stirred at −78° C. for one hour. An aqueous saturated ammonium chloride was added to the reaction solution, and the mixture was extracted with ethyl acetate. The organic layer was washed with brine, and then the dried over anhydrous mag... The reactants are CCCCC=1C=CC(=CC1)O (4-n-butylphenol), [N+](=O)(O)[O-] (nitric acid). Solvent: O (water), O (water). Reaction conditions: time 40 minute. The product is C(CCC)C1=CC(=C(C=C1)O)[N+](=O)[O-] (4-n-butyl-2-nitrophenol). As a reaction SMILES: [CH3:1][CH2:2][CH2:3][CH2:4][C:5]1[CH:6]=[CH:7][C:8]([OH:11])=[CH:9][CH:10]=1.[N+:12]([O-])([OH:14])=[O:13]>O>[CH2:4]([C:5]1[CH:6]=[CH:7][C:8]([OH:11])=[C:9]([N+:12]([O-:14])=[O:13])[CH:10]=1)[CH2:3][CH2:2][CH3:1]. Reported procedure: To a suspension of 5.0 g of 4-n-butylphenol in 14 ml of water was added dropwise 3.7 ml of 70% nitric acid while cooling with ice and the temperature of the mixture was raised to room temperature and the reaction was carried out for 40 minutes. After 500 ml of water was added thereto, the reaction mixture was extracted with 500 ml of ethyl acetate, washed with water and a brine successively and dried with anhydrous sodium sulfate. The drying agent was filtered off and the solvent was distilled a...